This data is from the Open Reaction Database (ORD), a public repository of structured organic reaction records. The task is: describe an organic reaction: reactants, conditions, products, and yield RXN SMILES: [C:1]([O:4][CH2:5][C:6]1[CH2:13][S:12][C@H:11]2[N:8]([C:9](=[O:23])[C@H:10]2[NH:14][C:15]2[S:16][CH:17]=[C:18]([C:20]([OH:22])=O)[N:19]=2)[C:7]=1[C:24]([O:26][CH:27]([C:34]1[CH:39]=[CH:38][CH:37]=[CH:36][CH:35]=1)[C:28]1[CH:33]=[CH:32][CH:31]=[CH:30][CH:29]=1)=[O:25])(=[O:3])[CH3:2].[CH2:40]([NH2:47])[C:41]1[CH:46]=[CH:45][CH:44]=[CH:43][CH:42]=1.C(OC1C=CC2C(=CC=CC=2)N1C(OCC)=O)C.ClCCl>O>[C:1]([O:4][CH2:5][C:6]1[CH2:13][S:12][C@H:11]2[N:8]([C:9](=[O:23])[C@H:10]2[NH:14][C:15]2[S:16][CH:17]=[C:18]([C:20]([NH:47][CH2:40][C:41]3[CH:46]=[CH:45][CH:44]=[CH:43][CH:42]=3)=[O:22])[N:19]=2)[C:7]=1[C:24]([O:26][CH:27]([C:34]1[CH:35]=[CH:36][CH:37]=[CH:38][CH:39]=1)[C:28]1[CH:33]=[CH:32][CH:31]=[CH:30][CH:29]=1)=[O:25])(=[O:3])[CH3:2]. Reactants: C(C)(=O)OCC1=C(N2C([C@H]([C@H]2SC1)NC=1SC=C(N1)C(=O)O)=O)C(=O)OC(C1=CC=CC=C1)C1=CC=CC=C1 ((6R-trans)-3-[(acetyloxy)methyl]-7-[(4-carboxy-2-thiazolyl)amino]-8-oxo-5-thia-1-azabicyclo[4.2.0]oct-2-ene-2-carboxylic acid, diphenylmethyl ester), C(C1=CC=CC=C1)N (benzylamine), C(C)OC1N(C2=CC=CC=C2C=C1)C(=O)OCC (2-ethoxy-1(2H)-quinolinecarboxylic acid, ethyl ester), ClCCl (dichloromethane). Conditions: time 1 hour. Solvent: O (water). Procedure details: A mixture of 176 mg of (6R-trans)-3-[(acetyloxy)methyl]-7-[(4-carboxy-2-thiazolyl)amino]-8-oxo-5-thia-1-azabicyclo[4.2.0]oct-2-ene-2-carboxylic acid, diphenylmethyl ester, 33.3 mg of benzylamine, 79 mg of 2-ethoxy-1(2H)-quinolinecarboxylic acid, ethyl ester and 3 ml of dichloromethane was stirred at room temperature for 1 hour, then added to water and extracted with dichloromethane. The dichloromethane extract was evaporated, giving the desired compound. Product: C(C)(=O)OCC1=C(N2C([C@H]([C@H]2SC1)NC=1SC=C(N1)C(=O)NCC1=CC=CC=C1)=O)C(=O)OC(C1=CC=CC=C1)C1=CC=CC=C1 ((6R-trans)-3-[(Acetyloxy)methyl]-8-oxo-7-[[4-[[(phenylmethyl)amino]carbonyl]-2-thiazolyl]amino]-5-thia-1-azabicyclo[4.2.0]oct-2-ene-2-carboxylic acid, diphenylmethyl ester). The reactants are O (Water), COC=1C=C2C(=CC=NC2=CC1OC(C(=O)OCC)C(=O)OCC)OC=1C(=NC2=CC=CC=C2C1)C (Diethyl 2-[6-methoxy-4-(2-methyl-quinolin-3-yloxy)-quinolin-7-yloxy]-malonate), COC=1C=C2C(=CC=NC2=CC1OC(C(=O)OCC)C(=O)OCC)OC=1C(=NC2=CC=CC=C2C1)C (Diethyl 2-[6-methoxy-4-(2-methyl-quinolin-3-yloxy)-quinolin-7-yloxy]-malonate), [H-].[Al+3].[Li+].[H-].[H-].[H-] (Lithium aluminum hydride). Solvent: O1CCCC1 (tetrahydrofuran). Run at temperature 0 celsius, time 3 hour. Product: COC=1C=C2C(=CC=NC2=CC1OC(CO)CO)OC=1C(=NC2=CC=CC=C2C1)C (2-[6-Methoxy-4-(2-methyl-quinolin-3-yloxy)-quinolin-7-yloxy]-propane-1,3-diol). Isolated yield 22.0%. RXN SMILES: [CH3:1][O:2][C:3]1[CH:4]=[C:5]2[C:10](=[CH:11][C:12]=1[O:13][CH:14]([C:20](OCC)=[O:21])[C:15](OCC)=[O:16])[N:9]=[CH:8][CH:7]=[C:6]2[O:25][C:26]1[C:27]([CH3:36])=[N:28][C:29]2[C:34]([CH:35]=1)=[CH:33][CH:32]=[CH:31][CH:30]=2.[H-].[Al+3].[Li+].[H-].[H-].[H-].O>O1CCCC1>[CH3:1][O:2][C:3]1[CH:4]=[C:5]2[C:10](=[CH:11][C:12]=1[O:13][CH:14]([CH2:20][OH:21])[CH2:15][OH:16])[N:9]=[CH:8][CH:7]=[C:6]2[O:25][C:26]1[C:27]([CH3:36])=[N:28][C:29]2[C:34]([CH:35]=1)=[CH:33][CH:32]=[CH:31][CH:30]=2 |f:1.2.3.4.5.6|. Procedure details: Diethyl 2-[6-methoxy-4-(2-methyl-quinolin-3-yloxy)-quinolin-7-yloxy]-malonate (compound 373) (50 mg) was dissolved in tetrahydrofuran (1 ml) to prepare a solution. Lithium aluminum hydride (10 mg) was added to the solution at 0° C., and the mixture was stirred at 0° C. for 3 hr and then at room temperature for 2 hr. Water was added to the reaction solution to stop the reaction. The mixture was filtered through Celite, water was then added to the filtrate, and the mixture was extracted with chlor... The reactants are C(C)C1=NC(=CC=C1OC1=CC(=NC=C1)C1=CN=C(S1)C)[N+](=O)[O-] (5-(4-((2-ethyl-6-nitropyridin-3-yl)oxy)pyridin-2-yl)-2-methylthiazole). Reagents/catalysts: [Pd] (Pd/C). The solvent is CO (MeOH). Conditions: temperature 50 celsius. Product: C(C)C1=C(C=CC(=N1)N)OC1=CC(=NC=C1)C1=CN=C(S1)C (6-ethyl-5-((2-(2-methylthiazol-5-yl)pyridin-4-yl)oxy)pyridin-2-amine). Yield: 11.5%. RXN SMILES: [CH2:1]([C:3]1[C:8]([O:9][C:10]2[CH:15]=[CH:14][N:13]=[C:12]([C:16]3[S:20][C:19]([CH3:21])=[N:18][CH:17]=3)[CH:11]=2)=[CH:7][CH:6]=[C:5]([N+:22]([O-])=O)[N:4]=1)[CH3:2]>CO.[Pd]>[CH2:1]([C:3]1[N:4]=[C:5]([NH2:22])[CH:6]=[CH:7][C:8]=1[O:9][C:10]1[CH:15]=[CH:14][N:13]=[C:12]([C:16]2[S:20][C:19]([CH3:21])=[N:18][CH:17]=2)[CH:11]=1)[CH3:2]. Reported procedure: A mixture of 5-(4-((2-ethyl-6-nitropyridin-3-yl)oxy)pyridin-2-yl)-2-methylthiazole (756 mg, 2.208 mmol) and 10% Pd/C (50% w/w with water, 235 mg, 0.221 mmol) in MeOH (15 mL) was hydrogenated (1 atm) at RT overnight, then warmed to 50° C. for 4 h. The mixture was cooled to RT, the solids removed via filtration through diatomaceous earth, washed with MeOH and the filtrate concentrated to dryness to afford 6-ethyl-5-((2-(2-methylthiazol-5-yl)pyridin-4-yl)oxy)pyridin-2-amine (79 mg, 11%). MS (ESI) m... The reactants are CCOC(=O)c1nnc(SC)s1, CCO, N. Yields the product CSc1nnc(C(N)=O)s1. As a reaction SMILES: [CH2:1]([O:3][C:4](=[O:2])[c:6]1[s:7][c:8]([S:11][CH3:12])[n:9][n:10]1)[CH3:5].[CH3:14][CH2:15][OH:16].[NH3:13]>>[O:3]=[C:4]([c:6]1[s:7][c:8]([S:11][CH3:12])[n:9][n:10]1)[NH2:13].